From a dataset of the Open Reaction Database (ORD), a public repository of structured organic reaction records. describe an organic reaction: reactants, conditions, products, and yield Reactants: Cl.N1CCC(CC1)NC(=O)C1=CNC2=C1N=CN=C2C2=C(C=C(C(=C2)F)OC)OCC2CC2 (4-(2-cyclopropylmethoxy-5-fluoro-4-methoxy-phenyl)-5H-pyrrolo[3,2-d]pyrimidine-7-carboxylic acid piperidin-4-ylamide hydrochloride), ClC(=O)COC(C)=O (acetic acid chlorocarbonyl-methyl ester). The product is OCC(=O)N1CCC(CC1)NC(=O)C1=CNC2=C1N=CN=C2C2=C(C=C(C(=C2)F)OC)OCC2CC2 (4-(2-Cyclopropylmethoxy-5-fluoro-4-methoxy-phenyl)-5H-pyrrolo[3,2-d]pyrimidine-7-carboxylic acid [1-(2-hydroxy-ethanoyl)-piperidin-4-yl]amide). As a reaction SMILES: Cl.[NH:2]1[CH2:7][CH2:6][CH:5]([NH:8][C:9]([C:11]2[C:15]3[N:16]=[CH:17][N:18]=[C:19]([C:20]4[CH:25]=[C:24]([F:26])[C:23]([O:27][CH3:28])=[CH:22][C:21]=4[O:29][CH2:30][CH:31]4[CH2:33][CH2:32]4)[C:14]=3[NH:13][CH:12]=2)=[O:10])[CH2:4][CH2:3]1.Cl[C:35]([CH2:37][O:38]C(=O)C)=[O:36]>>[OH:38][CH2:37][C:35]([N:2]1[CH2:3][CH2:4][CH:5]([NH:8][C:9]([C:11]2[C:15]3[N:16]=[CH:17][N:18]=[C:19]([C:20]4[CH:25]=[C:24]([F:26])[C:23]([O:27][CH3:28])=[CH:22][C:21]=4[O:29][CH2:30][CH:31]4[CH2:33][CH2:32]4)[C:14]=3[NH:13][CH:12]=2)=[O:10])[CH2:6][CH2:7]1)=[O:36] |f:0.1|. Procedure details: Starting from 4-(2-cyclopropylmethoxy-5-fluoro-4-methoxy-phenyl)-5H-pyrrolo[3,2-d]pyrimidine-7-carboxylic acid piperidin-4-ylamide hydrochloride (example A166) and acetic acid chlorocarbonyl-methyl ester the title compound is obtained as colorless solid. The reactants are ClCC[C@H](C1=CC=CC=C1)N1C(N(C2=C1C=CC=C2)CC)=O (1-[(1R)-3-chloro-1-phenylpropyl]-3-ethyl-1,3-dihydro-2H-benzimidazol-2-one), [I-].[K+] (potassium iodide), CN (methylamine). Solvent: CO (methanol), CO (methanol). Run at temperature 80 celsius. Product: C(C)N1C(N(C2=C1C=CC=C2)[C@H](CCNC)C2=CC=CC=C2)=O (1-ethyl-3-[(1R)-3-(methylamino)-1-phenylpropyl]-1,3-dihydro-2H-benzimidazol-2-one). Reaction SMILES: Cl[CH2:2][CH2:3][C@@H:4]([N:11]1[C:15]2[CH:16]=[CH:17][CH:18]=[CH:19][C:14]=2[N:13]([CH2:20][CH3:21])[C:12]1=[O:22])[C:5]1[CH:10]=[CH:9][CH:8]=[CH:7][CH:6]=1.[I-].[K+].[CH3:25][NH2:26]>CO>[CH2:20]([N:13]1[C:14]2[CH:19]=[CH:18][CH:17]=[CH:16][C:15]=2[N:11]([C@@H:4]([C:5]2[CH:10]=[CH:9][CH:8]=[CH:7][CH:6]=2)[CH2:3][CH2:2][NH:26][CH3:25])[C:12]1=[O:22])[CH3:21] |f:1.2|. Reported procedure: To a mixture of 1-[(1R)-3-chloro-1-phenylpropyl]-3-ethyl-1,3-dihydro-2H-benzimidazol-2-one (0.13 g, 0.4 mmol) and potassium iodide (0.2 g, 1.2 mmol) in methanol (5 mL) was added a solution of 33% methylamine in methanol (10 mL). The reaction solution was heated to 80° C. in a sealed tube for 3 hours and cooled to room temperature. The solvent was removed in vacuo and residue purified on a silica gel column (10-50% methanol in methylene chloride) to afford 1-ethyl-3-[(1R)-3-(methylamino)-1-phenyl...